Task: describe an organic reaction: reactants, conditions, products, and yield. Dataset: the Open Reaction Database (ORD), a public repository of structured organic reaction records The reactants are C1CCOC1, CC(C)[Si](C(C)C)(C(C)C)n1ccc2cc(F)cnc21. Yields the product Fc1cnc2[nH]ccc2c1. Reaction SMILES: [CH2:21]1[O:22][CH2:23][CH2:24][CH2:25]1.[F:1][c:2]1[cH:3][c:4]2[c:5]([n:6][cH:7]1)[n:8]([Si:11]([CH:12]([CH3:13])[CH3:14])([CH:15]([CH3:16])[CH3:17])[CH:18]([CH3:19])[CH3:20])[cH:9][cH:10]2>>[F:1][c:2]1[cH:3][c:4]2[c:5]([n:6][cH:7]1)[nH:8][cH:9][cH:10]2.